Dataset: the Open Reaction Database (ORD), a public repository of structured organic reaction records. Task: describe an organic reaction: reactants, conditions, products, and yield Starting materials: CC1=C(C=CC(=C1)[N+](=O)[O-])N=C1NC2(CS1)CCCC2 (2-(2-methyl-4-nitrophenylimino)-3-thia-1-azaspiro[4.4]nonane), C(C)(C)Br (isopropyl bromide). Yields the product CC1=C(C=CC(=C1)[N+](=O)[O-])N=C1N(C2(CS1)CCCC2)C(C)C (2-(2-methyl-4-nitrophenylimino)-1-(2-propyl)-3-thia-1-azaspiro[4.4]nonane). Reaction SMILES: [CH3:1][C:2]1[CH:7]=[C:6]([N+:8]([O-:10])=[O:9])[CH:5]=[CH:4][C:3]=1[N:11]=[C:12]1[S:16][CH2:15][C:14]2([CH2:20][CH2:19][CH2:18][CH2:17]2)[NH:13]1.[CH:21](Br)([CH3:23])[CH3:22]>>[CH3:1][C:2]1[CH:7]=[C:6]([N+:8]([O-:10])=[O:9])[CH:5]=[CH:4][C:3]=1[N:11]=[C:12]1[S:16][CH2:15][C:14]2([CH2:17][CH2:18][CH2:19][CH2:20]2)[N:13]1[CH:21]([CH3:23])[CH3:22]. Procedure details: 1-Hydroxymethylcyclopentanamine was prepared according to Method B1c. The 2-hydroxyethylamine was converted to 1-chloromethylcyclopentanamine HCl salt according to Method B7e. 1-Chloromethylcyclopentanamine HCl salt was reacted with 2-methyl-4-nitrophenyl isothiocyanate according to Method C1e to give 2-(2-methyl-4-nitrophenylimino)-3-thia-1-azaspiro[4.4]nonane. The thiazolidine was reacted with isopropyl bromide according to Method D2e to give 2-(2-methyl-4-nitrophenylimino)-1-(2-propyl)-3-thia... The reactants are C(C)N1CCC(CC1)CC1=C(C=CC(=C1)F)S(=O)(=O)NC1=CC=C2C3C(COC2=C1C(=O)OC)C3 (Methyl (1aRS,7bSR)-5-[2-(1-ethylpiperidin-4-ylmethyl)-4-fluorobenzenesulfonylamino]-1,1a,2,7b-tetrahydrocyclopropa[c]chromene-4-carboxylate), O (water), O.[OH-].[Li+] (lithium hydroxide monohydrate), C(C)N1CCC(CC1)CC1=C(C=CC(=C1)F)S(=O)(=O)NC1=CC=C2C3C(COC2=C1C(=O)OC)C3 (Methyl (1aRS,7bSR)-5-[2-(1-ethylpiperidin-4-ylmethyl)-4-fluorobenzenesulfonylamino]-1,1a,2,7b-tetrahydrocyclopropa[c]chromene-4-carboxylate), O.[OH-].[Li+] (lithium hydroxide monohydrate). The solvent is O1CCOCC1 (dioxane). Reaction conditions: temperature 80 celsius, time 18 hour. The product is C(C)N1CCC(CC1)CC1=C(C=CC(=C1)F)S(=O)(=O)NC1=CC=C2C3C(COC2=C1C(=O)O)C3 ((1aRS,7bSR)-5-[2-(1-ethylpiperidin-4-ylmethyl)-4-fluorobenzenesulfonylamino]-1,1a,2,7b-tetrahydrocyclopropa[c]chromene-4-carboxylic acid). Isolated yield 43.1%. As a reaction SMILES: [CH2:1]([N:3]1[CH2:8][CH2:7][CH:6]([CH2:9][C:10]2[CH:15]=[C:14]([F:16])[CH:13]=[CH:12][C:11]=2[S:17]([NH:20][C:21]2[C:30]([C:31]([O:33]C)=[O:32])=[C:29]3[C:24]([CH:25]4[CH2:35][CH:26]4[CH2:27][O:28]3)=[CH:23][CH:22]=2)(=[O:19])=[O:18])[CH2:5][CH2:4]1)[CH3:2].O.[OH-].[Li+].O>O1CCOCC1>[CH2:1]([N:3]1[CH2:8][CH2:7][CH:6]([CH2:9][C:10]2[CH:15]=[C:14]([F:16])[CH:13]=[CH:12][C:11]=2[S:17]([NH:20][C:21]2[C:30]([C:31]([OH:33])=[O:32])=[C:29]3[C:24]([CH:25]4[CH2:35][CH:26]4[CH2:27][O:28]3)=[CH:23][CH:22]=2)(=[O:18])=[O:19])[CH2:5][CH2:4]1)[CH3:2] |f:1.2.3|. Procedure details: Methyl (1aRS,7bSR)-5-[2-(1-ethylpiperidin-4-ylmethyl)-4-fluorobenzenesulfonylamino]-1,1a,2,7b-tetrahydrocyclopropa[c]chromene-4-carboxylate (Intermediate 177, 0.279 g) and lithium hydroxide monohydrate (0.233 g) were suspended in dioxane (7 mL) and water (3 mL) and the mixture was stirred and heated at 80° C. for 25 hours. Further lithium hydroxide monohydrate (0.116 g) was added and the mixture heating was continued for 18 hours. After cooling, the volatiles were removed in vacuo, the residue w...